From a dataset of the Open Reaction Database (ORD), a public repository of structured organic reaction records. describe an organic reaction: reactants, conditions, products, and yield Starting materials: O=C([O-])[O-], O=[N+]([O-])c1ccc(Cl)nc1, [K+], [K+], CN(C)C=O, Sc1cccc2cnccc12. Yields the product O=[N+]([O-])c1ccc(Sc2cccc3cnccc23)nc1. RXN SMILES: [C:12](=[O:13])([O-:14])[O-:15].[Cl:18][c:19]1[n:20][cH:21][c:22]([N+:25](=[O:26])[O-:27])[cH:23][cH:24]1.[K+:16].[K+:17].[O:28]=[CH:29][N:30]([CH3:31])[CH3:32].[cH:1]1[n:2][cH:3][cH:4][c:5]2[c:6]([SH:11])[cH:7][cH:8][cH:9][c:10]12>>[cH:1]1[n:2][cH:3][cH:4][c:5]2[c:6]([S:11][c:19]3[n:20][cH:21][c:22]([N+:25](=[O:26])[O-:27])[cH:23][cH:24]3)[cH:7][cH:8][cH:9][c:10]12.